Dataset: the Open Reaction Database (ORD), a public repository of structured organic reaction records. Task: describe an organic reaction: reactants, conditions, products, and yield The reactants are C(C)(C)(C)OC(=O)NC(C)(C1=CC(=C(C=C1)C#N)F)C1=CN=CN1CC(=O)OC (methyl {5-[1-(tert-butoxycarbonylamino)-1-(4-cyano-3-fluorophenyl)ethyl]imidazol-1-yl}acetate), Cl (HCl), [Li+].[OH-] (LiOH), O (H2O). Yields the product C(C)(C)(C)OC(=O)NC(C)(C1=CC(=C(C=C1)C#N)F)C1=CN=CN1CC(=O)[O-].[Li+] (Lithium {5-[1-(tert-Butoxycarbonylamino)-1-(4-cyano-3-fluorophenyl)ethyl]imidazol-1-yl}acetate). The solvent is C1CCOC1 (THF). Procedure details: A mixture of methyl {5-[1-(tert-butoxycarbonylamino)-1-(4-cyano-3-fluorophenyl)ethyl]imidazol-1-yl}acetate, as described above in Step C, (321 mg, 0.798 mmol) and LiOH (21.0 mg, 0.877 mmol) was stirred in THF (5 mL) and H2O (1.8 mL) at ambient temperature for 1 hour. The solution was adjusted to pH≈7 by the addition of 1.0 N aqueous HCl and then concentrated in vacuo to give the desired product. As a reaction SMILES: [C:1]([O:5][C:6]([NH:8][C:9]([C:20]1[N:24]([CH2:25][C:26]([O:28]C)=[O:27])[CH:23]=[N:22][CH:21]=1)([C:11]1[CH:16]=[CH:15][C:14]([C:17]#[N:18])=[C:13]([F:19])[CH:12]=1)[CH3:10])=[O:7])([CH3:4])([CH3:3])[CH3:2].[Li+:30].[OH-].O.Cl>C1COCC1>[C:1]([O:5][C:6]([NH:8][C:9]([C:20]1[N:24]([CH2:25][C:26]([O-:28])=[O:27])[CH:23]=[N:22][CH:21]=1)([C:11]1[CH:16]=[CH:15][C:14]([C:17]#[N:18])=[C:13]([F:19])[CH:12]=1)[CH3:10])=[O:7])([CH3:2])([CH3:3])[CH3:4].[Li+:30] |f:1.2,6.7|. The reactants are C(C1=CC=CC=C1)OC1C(C(CC1)C(=O)O)C1=CC=C(C=C1)F (3-(SR)-(Benzyloxy)-2-(RS)-(4-fluorophenyl)cyclopentane-1-(RS)-carboxylic acid), CN(C)C=O (DMF), C(C(=O)Cl)(=O)Cl (oxalyl chloride). Run in C(Cl)Cl (methylene chloride). Run at time 2 hour. The product is C(C1=CC=CC=C1)OC1C(C(CCC1)CC(=O)NC)C1=CC=C(C=C1)F (1-(SR)-(Benzyloxy)-2-(RS)-(4-fluorophenyl)-3-(RS)-(methylaminocarbonylmethyl)cyclohexane). RXN SMILES: [CH2:1]([O:8][CH:9]1[CH2:13][CH2:12][CH:11]([C:14](O)=O)[CH:10]1[C:17]1[CH:22]=[CH:21][C:20]([F:23])=[CH:19][CH:18]=1)[C:2]1[CH:7]=[CH:6][CH:5]=[CH:4][CH:3]=1.[CH3:24][N:25]([CH:27]=[O:28])C.[C:29](Cl)(=O)C(Cl)=O>C(Cl)Cl>[CH2:1]([O:8][CH:9]1[CH2:29][CH2:13][CH2:12][CH:11]([CH2:14][C:27]([NH:25][CH3:24])=[O:28])[CH:10]1[C:17]1[CH:22]=[CH:21][C:20]([F:23])=[CH:19][CH:18]=1)[C:2]1[CH:3]=[CH:4][CH:5]=[CH:6][CH:7]=1. Procedure: To a solution of 2.5 gm of the crude product from Step A in 25 mL of methylene chloride was added a drop of DMF and 0.85 mL of oxalyl chloride. The reaction was stirred for 2 h and then concentrated followed by two portions of methylene chloride. The residue was taken up in 25 ml of THF and treated with 3.1 mL of 40% aqueous methylamine. After 2 h, the reaction was concentrated, poured into water and extracted twice with methylene chloride. The organic layers were washed with a portion of brine,... Starting materials: ClC1=C(C=NC2=CC=C(N=C12)Cl)C(C)=O (1-(4,6-dichloro-1,5-naphthyridin-3-yl)ethanone), C(C)(=O)O.C(C)(=O)O.CN(C)C[C@@H]1CC[C@H](CC1)N (trans-4-[(dimethylamino)methyl]cyclohexanamine diacetic acid salt). Product: ClC=1N=C2C(=C(C=NC2=CC1)C(C)=O)N[C@@H]1CC[C@H](CC1)CN(C)C (1-(6-Chloro-4-{trans-4-[(dimethylamino)methyl]cyclohexylamino}-1,5-naphthyridin-3-yl)-ethanone). The yield is 62.8%. RXN SMILES: Cl[C:2]1[C:11]2[C:6](=[CH:7][CH:8]=[C:9]([Cl:12])[N:10]=2)[N:5]=[CH:4][C:3]=1[C:13](=[O:15])[CH3:14].C(O)(=O)C.C(O)(=O)C.[CH3:24][N:25]([CH2:27][C@H:28]1[CH2:33][CH2:32][C@H:31]([NH2:34])[CH2:30][CH2:29]1)[CH3:26]>>[Cl:12][C:9]1[N:10]=[C:11]2[C:6](=[CH:7][CH:8]=1)[N:5]=[CH:4][C:3]([C:13](=[O:15])[CH3:14])=[C:2]2[NH:34][C@H:31]1[CH2:32][CH2:33][C@H:28]([CH2:27][N:25]([CH3:26])[CH3:24])[CH2:29][CH2:30]1 |f:1.2.3|. Reported procedure: Following general procedure I, 1-(4,6-dichloro-1,5-naphthyridin-3-yl)ethanone (360 mg, 1.5 mmol) was reacted with trans-4-[(dimethylamino)methyl]cyclohexanamine diacetic acid salt (500 mg, 1.8 mmol) to afford the desired product (340 mg, 63%) as a yellow solid: 1H NMR (500 MHz, CDCl3) δ 10.89 (s, 1H), 8.93 (s, 1H), 8.07 (d, J=8.6 Hz, 1H), 7.51 (d, J=8.6 Hz, 1H), 5.16-4.96 (m, 1H), 2.67 (s, 3H), 2.34-2.24 (m, 2H), 2.22 (s, 6H), 2.14 (d, J=7.1 Hz, 2H), 1.98-1.89 (m, 2H), 1.56-1.47 (m, 1H), 1.41-1.... Reactants: BrC(Br)(Br)Br, Cc1cc(Br)ccc1CO, CCCCCC, CCOC(C)=O, ClCCl, c1ccc(P(c2ccccc2)c2ccccc2)cc1, O=P(c1ccccc1)(c1ccccc1)c1ccccc1. The product is Cc1cc(Br)ccc1CBr. Reaction SMILES: [Br:11][C:12]([Br:13])([Br:14])[Br:15].[Br:1][c:2]1[cH:3][c:4]([CH3:10])[c:5]([CH2:8][OH:9])[cH:6][cH:7]1.[CH3:58][CH2:59][CH2:60][CH2:61][CH2:62][CH3:63].[CH3:64][CH2:65][O:66][C:67]([CH3:68])=[O:69].[Cl:55][CH2:56][Cl:57].[c:16]1([P:17]([c:18]2[cH:19][cH:20][cH:21][cH:22][cH:23]2)[c:24]2[cH:25][cH:26][cH:27][cH:28][cH:29]2)[cH:30][cH:31][cH:32][cH:33][cH:34]1.[c:35]1([P:36](=[O:37])([c:38]2[cH:39][cH:40][cH:41][cH:42][cH:43]2)[c:44]2[cH:45][cH:46][cH:47][cH:48][cH:49]2)[cH:50][cH:51][cH:52][cH:53][cH:54]1>>[Br:1][c:2]1[cH:3][c:4]([CH3:10])[c:5]([CH2:8][Br:11])[cH:6][cH:7]1.